This data is from the Open Reaction Database (ORD), a public repository of structured organic reaction records. The task is: describe an organic reaction: reactants, conditions, products, and yield The reactants are BrC=1OC2=C(N1)C=CC=C2 (bromo-benzoxazole), C[O-].[Na+] (sodium methoxide), O1C=NC2=C1C=CC=C2 (benzoxazole). Reagents/catalysts: [Cu]Br (copper (I) bromide). Solvent: CN(C)C=O (DMF). Product: COC=1OC2=C(N1)C=CC=C2 (methoxy-benzoxazole). RXN SMILES: [O:1]1[C:5]2[CH:6]=[CH:7][CH:8]=[CH:9][C:4]=2[N:3]=[CH:2]1.Br[C:11]1[O:12]C2C=CC=CC=2N=1.C[O-].[Na+]>CN(C=O)C.[Cu]Br>[CH3:11][O:12][C:2]1[O:1][C:5]2[CH:6]=[CH:7][CH:8]=[CH:9][C:4]=2[N:3]=1 |f:2.3|. Reported procedure: In Scheme VIII, bromo-benzoxazole 35 (R═CH3) was first treated with copper(I) cyanide in DMF to produce the corresponding aryl-nitrile, which upon treatment with boron tribromide afforded benzoxazole 36. Benzoxazole 36 was also prepared from a second synthetic Route, where the bromo-benzoxazole 35 was treated with zinc cyanide in the presence of a palladium catalyst [i.e. tetrakis(triphenylphosphine)palladium(0)] to afford the corresponding aryl-nitrile, which upon demethylation with boron tribr... Starting materials: BrC(C(=O)Br)C (2-Bromopropionyl bromide), N1C(NCC2=CC=CC=C12)=O (3,4-dihydro-2(1H)-quinazolinone), [Cl-].[Al+3].[Cl-].[Cl-] (aluminum chloride). The solvent is C(=S)=S (carbon disulfide). The product is BrC(C(=O)C=1C=C2CNC(NC2=CC1)=O)C (6-(2-Bromopropionyl)-3,4-dihydro-2(1H)-quinazolinone). Reaction SMILES: [Br:1][CH:2]([CH3:6])[C:3](Br)=[O:4].[NH:7]1[C:16]2[C:11](=[CH:12][CH:13]=[CH:14][CH:15]=2)[CH2:10][NH:9][C:8]1=[O:17].[Cl-].[Al+3].[Cl-].[Cl-]>C(=S)=S>[Br:1][CH:2]([CH3:6])[C:3]([C:13]1[CH:12]=[C:11]2[C:16](=[CH:15][CH:14]=1)[NH:7][C:8](=[O:17])[NH:9][CH2:10]2)=[O:4] |f:2.3.4.5|. Reported procedure: 2-Bromopropionyl bromide (10.6 g) is added dropwise to a stirring mixture of 3,4-dihydro-2(1H)-quinazolinone (3.2 g) and anhydrous aluminum chloride (7.9 g) in carbon disulfide (60 ml). The reaction mixture is refluxed for four hours, the carbon disulfide decanted and the residue treated with aqueous hydrochloric acid (6N). The acidic residue is poured into ice water, and the precipitate filtered, washed with water and dried, affording the desired product as a solid, which is used in the next st...